Task: describe an organic reaction: reactants, conditions, products, and yield. Dataset: the Open Reaction Database (ORD), a public repository of structured organic reaction records Reactants: CCCN(C)C(=O)c1cc(C(=O)OC)cc(-c2nccn2C)c1, CO, [Li+], [Na+], [OH-], [OH-]. Product: CCCN(C)C(=O)c1cc(C(=O)O)cc(-c2nccn2C)c1. Reaction SMILES: [CH3:1][O:2][C:3]([c:4]1[cH:5][c:6]([C:7](=[O:8])[N:9]([CH2:10][CH2:11][CH3:12])[CH3:13])[cH:14][c:15](-[c:17]2[n:18]([CH3:22])[cH:19][cH:20][n:21]2)[cH:16]1)=[O:23].[CH3:28][OH:29].[Li+:24].[Na+:27].[OH-:25].[OH-:26]>>[O:2]=[C:3]([c:4]1[cH:5][c:6]([C:7](=[O:8])[N:9]([CH2:10][CH2:11][CH3:12])[CH3:13])[cH:14][c:15](-[c:17]2[n:18]([CH3:22])[cH:19][cH:20][n:21]2)[cH:16]1)[OH:23].